This data is from the Open Reaction Database (ORD), a public repository of structured organic reaction records. The task is: describe an organic reaction: reactants, conditions, products, and yield The reactants are BrC1=CC=C(C=C1)NS(=O)(=O)C(F)(F)F (N-(4-bromophenyl)-C,C,C-trifluoro-methanesulphonamide), COC1=CC=C(CCl)C=C1 (4-methoxybenzyl chloride), C([O-])([O-])=O.[K+].[K+] (potassium carbonate). Solvent: CC(=O)C (acetone). The product is BrC1=CC=C(C=C1)N(S(=O)(=O)C(F)(F)F)CC1=CC=C(C=C1)OC (N-(4-bromophenyl)-C,C,C-trifluoro-N-(4-methoxy-benzyl)-methanesulphonamide). Isolated yield 97.1%. As a reaction SMILES: [Br:1][C:2]1[CH:7]=[CH:6][C:5]([NH:8][S:9]([C:12]([F:15])([F:14])[F:13])(=[O:11])=[O:10])=[CH:4][CH:3]=1.[CH3:16][O:17][C:18]1[CH:25]=[CH:24][C:21]([CH2:22]Cl)=[CH:20][CH:19]=1.C(=O)([O-])[O-].[K+].[K+]>CC(C)=O>[Br:1][C:2]1[CH:3]=[CH:4][C:5]([N:8]([CH2:22][C:21]2[CH:24]=[CH:25][C:18]([O:17][CH3:16])=[CH:19][CH:20]=2)[S:9]([C:12]([F:15])([F:13])[F:14])(=[O:11])=[O:10])=[CH:6][CH:7]=1 |f:2.3.4|. Reported procedure: A suspension of 1.52 g (5 mmol) of N-(4-bromophenyl)-C,C,C-trifluoro-methanesulphonamide (Example 13bv)), 1.56 g (10 mmol) of 4-methoxybenzyl chloride and 1.38 g (10 mmol) of powdered potassium carbonate in 15 ml of acetone was stirred at reflux for 18 hours. Thereafter, the mixture was concentrated and the residue was taken up in 100 ml of water and 100 ml of ethyl acetate, the organic phase was separated and the aqueous phase was extracted twice with 100 ml of ethyl acetate each time. The comb...